From a dataset of the Open Reaction Database (ORD), a public repository of structured organic reaction records. describe an organic reaction: reactants, conditions, products, and yield Reactants: C(C1=CC=CC=C1)N(C(=O)CCC(=O)N1[C@@H](CCC1)C(C(F)(F)F)O)C ((1RS)-1-[(2S)-1-[3-(N-benzyl-N-methylcarbamoyl) propanoyl]pyrrolidin-2-yl]-2,2,2-trifluoroethanol), CC(=O)OI1(C=2C=CC=CC2C(=O)O1)(OC(=O)C)OC(=O)C (Dess-Martin reagent), C([O-])(O)=O.[Na+] (sodium bicarbonate), S(=S)(=O)([O-])[O-].[Na+].[Na+] (sodium thiosulfate). Run in CCOCC (ether), C(Cl)Cl (methylene chloride). Reaction conditions: time 3 hour. Product: C(C1=CC=CC=C1)N(C(=O)CCC(=O)N1[C@@H](CCC1)C(C(F)(F)F)=O)C (1-[(2S)-1-[3-(N-benzyl-N-methylcarbamoyl)propanoyl]pyrrolidin-2-yl]-2,2,2-trifluoroethan-1-one). The yield is 50.8%. Reaction SMILES: [CH2:1]([N:8]([CH3:26])[C:9]([CH2:11][CH2:12][C:13]([N:15]1[CH2:19][CH2:18][CH2:17][C@H:16]1[CH:20]([OH:25])[C:21]([F:24])([F:23])[F:22])=[O:14])=[O:10])[C:2]1[CH:7]=[CH:6][CH:5]=[CH:4][CH:3]=1.CC(OI1(OC(C)=O)(OC(C)=O)OC(=O)C2C=CC=CC1=2)=O.C(=O)(O)[O-].[Na+].S([O-])([O-])(=O)=S.[Na+].[Na+]>CCOCC.C(Cl)Cl>[CH2:1]([N:8]([CH3:26])[C:9]([CH2:11][CH2:12][C:13]([N:15]1[CH2:19][CH2:18][CH2:17][C@H:16]1[C:20](=[O:25])[C:21]([F:24])([F:23])[F:22])=[O:14])=[O:10])[C:2]1[CH:7]=[CH:6][CH:5]=[CH:4][CH:3]=1 |f:2.3,4.5.6|. Procedure details: A mixture of (1RS)-1-[(2S)-1-[3-(N-benzyl-N-methylcarbamoyl) propanoyl]pyrrolidin-2-yl]-2,2,2-trifluoroethanol (103 mg), Dess-Martin reagent (435 mg) and methylene chloride (1.5 ml) was stirred for 3 hrs. at room temperature. After reaction, the raction solution was diluted with ether. The diluted solution was added dropwise to a saturated aq. solution of sodium bicarbonate (30) wherein sodium thiosulfate (3.0 g) was dissolved. The mixture was stirred for 10 mins at room temperature. The mixture... Reactants: C(C1=CC=CC=C1)OC(=O)N(C)C(C(=O)NC(CC1=CC(=C(C=C1)O)C(C)(C)C)C1C(NC(N1)=O)=O)C(C)C (5-(1-(2-(benzyloxycarbonyl-N-methylamino)-3-methylbutyrylamino)-2-(3-tert-butyl-4-hydroxylphenyl)ethyl)imidazolidine-2,4-dione), [H][H] (hydrogen). The reagents and catalysts are [C].[Pd] (palladium carbon). Run in CO (methanol). Yields the product CC(C(C(=O)NC(CC1=CC(=C(C=C1)O)C(C)(C)C)C1C(NC(N1)=O)=O)NC)C (5-(1-(3-methyl-2-methylaminobutyrylamino)-2-(3-tert-butyl-4-hydroxylphenyl)ethyl)imidazolidine-2,4-dione). Isolated yield 95.6%. Reaction SMILES: C(O[C:9]([N:11]([CH:13]([CH:37]([CH3:39])[CH3:38])[C:14]([NH:16][CH:17]([CH:30]1[NH:34][C:33](=[O:35])[NH:32][C:31]1=[O:36])[CH2:18][C:19]1[CH:24]=[CH:23][C:22]([OH:25])=[C:21]([C:26]([CH3:29])([CH3:28])[CH3:27])[CH:20]=1)=[O:15])C)=O)C1C=CC=CC=1.[H][H]>CO.[C].[Pd]>[CH3:38][CH:37]([CH3:39])[CH:13]([NH:11][CH3:9])[C:14]([NH:16][CH:17]([CH:30]1[NH:34][C:33](=[O:35])[NH:32][C:31]1=[O:36])[CH2:18][C:19]1[CH:24]=[CH:23][C:22]([OH:25])=[C:21]([C:26]([CH3:29])([CH3:28])[CH3:27])[CH:20]=1)=[O:15] |f:3.4|. Reported procedure: To a solution of 5-(1-(2-(benzyloxycarbonyl-N-methylamino)-3-methylbutyrylamino)-2-(3-tert-butyl-4-hydroxylphenyl)ethyl)imidazolidine-2,4-dione (363 mg, 0.675 mmol) in methanol (10 ml), 10% palladium carbon (50 mg) was added and stirred at room temperature in a hydrogen atmosphere overnight. The reaction mixture was filtered and the filtrate was concentrated under reduced pressure to give the titled compound (261 mg, 96%). Reactants: FC([C@@H]1CC[C@H](CC1)NC(C1=C(N=C(C(=C1)[N+](=O)[O-])NC)N1CCC(CC1)F)=O)(F)F (N-(trans-4-trifluoromethyl-cyclohexyl)-6-methylamino-5-nitro-2-(4-fluoro-piperidinyl)-nicotinic acid amide). Reagents/catalysts: [Pd] (Pd/C). The solvent is C1CCOC1 (THF). Conditions: time 3 hour. Yields the product FC([C@@H]1CC[C@H](CC1)NC(C1=C(N=C(C(=C1)N)NC)N1CCC(CC1)F)=O)(F)F (N-(trans-4-Trifluoromethyl-cyclohexyl)-6-methylamino-5-amino-2-(4-fluoro-piperidinyl)-nicotinic acid amide). As a reaction SMILES: [F:1][C:2]([F:31])([F:30])[C@H:3]1[CH2:8][CH2:7][C@H:6]([NH:9][C:10](=[O:29])[C:11]2[CH:16]=[C:15]([N+:17]([O-])=O)[C:14]([NH:20][CH3:21])=[N:13][C:12]=2[N:22]2[CH2:27][CH2:26][CH:25]([F:28])[CH2:24][CH2:23]2)[CH2:5][CH2:4]1>[Pd].C1COCC1>[F:31][C:2]([F:1])([F:30])[C@H:3]1[CH2:8][CH2:7][C@H:6]([NH:9][C:10](=[O:29])[C:11]2[CH:16]=[C:15]([NH2:17])[C:14]([NH:20][CH3:21])=[N:13][C:12]=2[N:22]2[CH2:27][CH2:26][CH:25]([F:28])[CH2:24][CH2:23]2)[CH2:5][CH2:4]1. Reported procedure: A mixture of N-(trans-4-trifluoromethyl-cyclohexyl)-6-methylamino-5-nitro-2-(4-fluoro-piperidinyl)-nicotinic acid amide (100 mg, 0.22 mmol), Pd/C (50 mg) and THF (15 mL) is stirred under 50 psi H2-atmosphere for 3 h. The mixture is filtered, and the filtrate is concentrated. HPLC Rt=1.28 min (method B). MS m/z: 418 [M+H]+. Reactants: C1(\C=C/C(=O)O1)=O (maleic anhydride), NC1=CC=C(C(=O)O)C=C1 (para-aminobenzoic acid). The solvent is CC(=O)C (acetone), CC(=O)C (acetone), CO (methyl alcohol). The product is C(C1=CC=CC=C1)(=O)O (benzoic acid). Yield: 163.4%. Reaction SMILES: N[C:2]1[CH:10]=[CH:9][C:5]([C:6]([OH:8])=[O:7])=[CH:4][CH:3]=1.C1(=O)OC(=O)C=C1>CC(C)=O.CO>[C:6]([OH:8])(=[O:7])[C:5]1[CH:9]=[CH:10][CH:2]=[CH:3][CH:4]=1. Procedure: Solution "A" was prepared by dissolving 42.6 grams of para-aminobenzoic acid in 300 ml acetone plus 50 ml of methyl alcohol. Solution "B" was prepared by dissolving 36.6 g of maleic anhydride in 100 ml acetone. Solution "B" was added to solution "A" in one shot at room temperature with stirring. The mixture was allowed to stir for one to two hours until a yellow precipitate was formed. The precipitate was then washed with fresh acetone and dried to yield approximately 62 grams of maleamidated be... Reactants: ClC1=NC=2C=CC=CC2C2=C1N=CN2C(C(C)C)C.CC1=CC=CC=C1C(=O)O (4-Chloro-α-methyl-1-(2-methylpropyl)-1H-imidazo[4,5-c]quinoline 2-methyl Benzoate), N (ammonia), 4-(N-methyl). Reaction conditions: temperature 165 celsius. Yields the product NC1=NC=2C=CC=CC2C2=C1N=C(N2CC(C)C)C(O)C (4-Amino-α-methyl-1-(2-methylpropyl)-1H-imidazo[4,5-c]quinoline-2-methanol). As a reaction SMILES: Cl[C:2]1[C:11]2[N:12]=[CH:13][N:14]([CH:15](C)[CH:16]([CH3:18])[CH3:17])[C:10]=2[C:9]2[CH:8]=[CH:7][CH:6]=[CH:5][C:4]=2[N:3]=1.CC1[C:26]([C:27]([OH:29])=O)=CC=CC=1.[NH3:30]>>[NH2:30][C:2]1[C:11]2[N:12]=[C:13]([CH:27]([CH3:26])[OH:29])[N:14]([CH2:15][CH:16]([CH3:17])[CH3:18])[C:10]=2[C:9]2[CH:8]=[CH:7][CH:6]=[CH:5][C:4]=2[N:3]=1 |f:0.1|. Reported procedure: 4-Chloro-α-methyl-1-(2-methylpropyl)-1H-imidazo[4,5-c]quinoline-2-methyl benzoate (3.7 g; 0.009 mol, Example 19) was added to 15% methanolic ammonia (50 mL). The mixture was heated in a Parr bomb at 165° C. for 6 hr. The resulting reaction mixture was evaporated and the residue was slurried in aqueous sodium bicarbonate. The product was extracted into dichloromethane, and the extracts were washed with aqueous sodium bicarbonate and dried over magnesium sulfate. The organic extracts were evaporat... Reactants: CN(C)C=O, ClCCl, O=C(Cl)C(=O)Cl, O=C(O)C(CCC(F)(F)C(F)(F)F)S(=O)(=O)CCC(F)(F)C(F)(F)F. The product is NC(=O)C(CCC(F)(F)C(F)(F)F)S(=O)(=O)CCC(F)(F)C(F)(F)F. Reaction SMILES: [CH3:35][N:36]([CH3:37])[CH:38]=[O:39].[Cl:26][CH2:27][Cl:28].[Cl:29][C:30]([C:31]([Cl:32])=[O:33])=[O:34].[F:1][C:2]([CH2:3][CH2:4][CH:5]([C:6](=[O:7])[OH:8])[S:9](=[O:10])(=[O:11])[CH2:12][CH2:13][C:14]([C:15]([F:16])([F:17])[F:18])([F:19])[F:20])([C:21]([F:22])([F:23])[F:24])[F:25]>>[F:1][C:2]([CH2:3][CH2:4][CH:5]([C:6](=[O:7])[NH2:36])[S:9](=[O:10])(=[O:11])[CH2:12][CH2:13][C:14]([C:15]([F:16])([F:17])[F:18])([F:19])[F:20])([C:21]([F:22])([F:23])[F:24])[F:25]. Reactants: CC(C)C[Al+]CC(C)C, ClCCl, COCN1c2cc(C(=O)OC)ccc2Sc2nccnc21, Cc1ccccc1, [H-]. Yields the product COCN1c2cc(CO)ccc2Sc2nccnc21. As a reaction SMILES: [CH2:23]([Al+:24][CH2:25][CH:26]([CH3:27])[CH3:28])[CH:29]([CH3:30])[CH3:31].[CH2:32]([Cl:33])[Cl:34].[CH3:1][O:2][CH2:3][N:4]1[c:5]2[c:6]([n:18][cH:19][cH:20][n:21]2)[S:7][c:8]2[c:9]1[cH:10][c:11]([C:14](=[O:15])[O:16][CH3:17])[cH:12][cH:13]2.[CH3:35][c:36]1[cH:37][cH:38][cH:39][cH:40][cH:41]1.[H-:22]>>[CH3:1][O:2][CH2:3][N:4]1[c:5]2[c:6]([n:18][cH:19][cH:20][n:21]2)[S:7][c:8]2[c:9]1[cH:10][c:11]([CH2:14][OH:15])[cH:12][cH:13]2.